From a dataset of the Open Reaction Database (ORD), a public repository of structured organic reaction records. describe an organic reaction: reactants, conditions, products, and yield The reactants are C(C)OC(=O)C=1N=C(NC1)C1=CC(=CC=C1)C(F)(F)F (2-(3-trifluoromethylphenyl)-1H-imidazole4-carboxylic acid ethyl ester), [H-].[Na+] (sodium hydride), oil, ClC1=NC(=NC=C1)SC (4-Chloro-2-methylthiopyrimidine). Run in CN(C=O)C (dimethyl formamide). Run at temperature 140 celsius. Yields the product C(C)OC(=O)C=1N=C(N(C1)C1=NC(=NC=C1)SC)C1=CC(=CC=C1)C(F)(F)F (1-(2-methylsulfanylpyrimidin-4-yl)-2-(3-trifluoromethylphenyl)-1H-imidazole-4-carboxylic acid ethyl ester). The yield is 74.6%. Reaction SMILES: [CH2:1]([O:3][C:4]([C:6]1[N:7]=[C:8]([C:11]2[CH:16]=[CH:15][CH:14]=[C:13]([C:17]([F:20])([F:19])[F:18])[CH:12]=2)[NH:9][CH:10]=1)=[O:5])[CH3:2].[H-].[Na+].Cl[C:24]1[CH:29]=[CH:28][N:27]=[C:26]([S:30][CH3:31])[N:25]=1>CN(C)C=O>[CH2:1]([O:3][C:4]([C:6]1[N:7]=[C:8]([C:11]2[CH:16]=[CH:15][CH:14]=[C:13]([C:17]([F:19])([F:20])[F:18])[CH:12]=2)[N:9]([C:24]2[CH:29]=[CH:28][N:27]=[C:26]([S:30][CH3:31])[N:25]=2)[CH:10]=1)=[O:5])[CH3:2] |f:1.2|. Procedure: To a solution of 2-(3-trifluoromethylphenyl)-1H-imidazole4-carboxylic acid ethyl ester (6.0 g, 0.0211 mol) in dimethyl formamide (60 mL) was added a 60% dispersion of sodium hydride in mineral oil (1.01 g, 0.0253 mol) and stirring was continued until noticeable H2 evolution stopped. 4-Chloro-2-methylthiopyrimidine (3.73 g, 0.0232 mol) was added dropwise and the reaction heated to 120° C. for 2 h and 140° C. overnight. The reaction was cooled and partitioned between H2O (300 mL) and ethyl acetate... Reactants: NC=1C=CC(=C(C1)[C@]1(N=C(COCC1(F)F)NC(C1=CC=CC=C1)(C1=CC=C(C=C1)OC)C1=CC=C(C=C1)OC)C)F ([(R)-5-(5-amino-2-fluoro-phenyl)-6,6-difluoro-5-methyl-2,5,6,7-tetrahydro-[1,4]oxazepin-3-yl]-[bis-(4-methoxy-phenyl)-phenyl-methyl]-amine), BrC1=CC=C(C#N)C=C1 (4-bromobenzonitrile), CC(C)([O-])C.[Na+] (sodium tert-butoxide), C(C)(C)(C)P(C1=C(C=CC=C1)C1=C(C=C(C=C1C(C)C)C(C)C)C(C)C)C(C)(C)C (2-di-t-butylphosphino-2′,4′,6′-triisopropylbiphenyl). Reagents/catalysts: C1=CC=C(C=C1)/C=C/C(=O)/C=C/C2=CC=CC=C2.C1=CC=C(C=C1)/C=C/C(=O)/C=C/C2=CC=CC=C2.C1=CC=C(C=C1)/C=C/C(=O)/C=C/C2=CC=CC=C2.C(Cl)(Cl)Cl.[Pd].[Pd] (tris(dibenzylideneacetone) dipalladium chloroform adduct). The solvent is C1(=CC=CC=C1)C (toluene). Reaction conditions: temperature 107.5 celsius. Yields the product COC1=CC=C(C=C1)C(C1=CC=CC=C1)(NC=1COCC([C@@](N1)(C)C=1C=C(C=CC1F)NC1=CC=C(C#N)C=C1)(F)F)C1=CC=C(C=C1)OC ((R)-4-(3-(3-(bis(4-methoxyphenyl)(phenyl)methylamino)-6,6-difluoro-5-methyl-2,5,6,7-tetrahydro-1,4-oxazepin-5-yl)-4-fluorophenylamino)benzonitrile). Yield: 48.9%. Reaction SMILES: [NH2:1][C:2]1[CH:3]=[CH:4][C:5]([F:42])=[C:6]([C@:8]2([CH3:41])[C:14]([F:16])([F:15])[CH2:13][O:12][CH2:11][C:10]([NH:17][C:18]([C:33]3[CH:38]=[CH:37][C:36]([O:39][CH3:40])=[CH:35][CH:34]=3)([C:25]3[CH:30]=[CH:29][C:28]([O:31][CH3:32])=[CH:27][CH:26]=3)[C:19]3[CH:24]=[CH:23][CH:22]=[CH:21][CH:20]=3)=[N:9]2)[CH:7]=1.Br[C:44]1[CH:51]=[CH:50][C:47]([C:48]#[N:49])=[CH:46][CH:45]=1.CC(C)([O-])C.[Na+].C(P(C(C)(C)C)C1C=CC=CC=1C1C(C(C)C)=CC(C(C)C)=CC=1C(C)C)(C)(C)C>C1(C)C=CC=CC=1.C1C=CC(/C=C/C(/C=C/C2C=CC=CC=2)=O)=CC=1.C1C=CC(/C=C/C(/C=C/C2C=CC=CC=2)=O)=CC=1.C1C=CC(/C=C/C(/C=C/C2C=CC=CC=2)=O)=CC=1.C(Cl)(Cl)Cl.[Pd].[Pd]>[CH3:32][O:31][C:28]1[CH:29]=[CH:30][C:25]([C:18]([C:33]2[CH:34]=[CH:35][C:36]([O:39][CH3:40])=[CH:37][CH:38]=2)([NH:17][C:10]2[CH2:11][O:12][CH2:13][C:14]([F:16])([F:15])[C@:8]([C:6]3[CH:7]=[C:2]([NH:1][C:44]4[CH:51]=[CH:50][C:47]([C:48]#[N:49])=[CH:46][CH:45]=4)[CH:3]=[CH:4][C:5]=3[F:42])([CH3:41])[N:9]=2)[C:19]2[CH:20]=[CH:21][CH:22]=[CH:23][CH:24]=2)=[CH:26][CH:27]=1 |f:2.3,6.7.8.9.10.11|. Reported procedure: To a solution of [(R)-5-(5-amino-2-fluoro-phenyl)-6,6-difluoro-5-methyl-2,5,6,7-tetrahydro-[1,4]oxazepin-3-yl]-[bis-(4-methoxy-phenyl)-phenyl-methyl]-amine (intermediate A12A) (40 mg, 69.5 μmol) in toluene (0.6 ml) in a sealable tube was added subsequently at 23° C. and under an argon atmosphere 4-bromobenzonitrile (25.3 mg, 139 μmol), sodium tert-butoxide (13.4 mg, 139 μmol), 2-di-t-butylphosphino-2′,4′,6′-triisopropylbiphenyl (2.95 mg, 6.95 μmol) and tris(dibenzylideneacetone) dipalladium chlo... Starting materials: C(C1=CC=CC=C1)OC(=O)NC(C(=O)N[C@H]1C(NC2=C(CC1)C=C(C=C2)[N+](=O)[O-])=O)(C)C (2-Benzyloxycarbonylamino-2-methyl- N-[7-nitro-2,3,4,5-tetrahydro-2-oxo-1H-1-benzazepin-3(R)-yl]propanamide), [Cl-].[NH4+] (ammonium chloride). Reagents/catalysts: [Zn] (zinc). Solvent: CO (methanol). Yields the product C(C1=CC=CC=C1)OC(=O)NC(C(=O)N[C@H]1C(NC2=C(CC1)C=C(C=C2)N)=O)(C)C (2-Benzyloxycarbonylamino-2-methyl- N-[7-amino-2,3,4,5-tetrahydro-2-oxo-1H-1-benzazepin-3(R)-yl]propanamide). Isolated yield 85.4%. As a reaction SMILES: [CH2:1]([O:8][C:9]([NH:11][C:12]([CH3:32])([CH3:31])[C:13]([NH:15][C@@H:16]1[CH2:22][CH2:21][C:20]2[CH:23]=[C:24]([N+:27]([O-])=O)[CH:25]=[CH:26][C:19]=2[NH:18][C:17]1=[O:30])=[O:14])=[O:10])[C:2]1[CH:7]=[CH:6][CH:5]=[CH:4][CH:3]=1.[Cl-].[NH4+]>CO.[Zn]>[CH2:1]([O:8][C:9]([NH:11][C:12]([CH3:32])([CH3:31])[C:13]([NH:15][C@@H:16]1[CH2:22][CH2:21][C:20]2[CH:23]=[C:24]([NH2:27])[CH:25]=[CH:26][C:19]=2[NH:18][C:17]1=[O:30])=[O:14])=[O:10])[C:2]1[CH:7]=[CH:6][CH:5]=[CH:4][CH:3]=1 |f:1.2|. Procedure details: To a solution of 310 mg (0.73 mmol) 2-benzyloxycarbonylamino-2-methyl- N-[7-nitro-2,3,4,5-tetrahydro-2-oxo-1H-1-benzazepin-3(R)-yl]propanamide (Step B) in 20 mL of methanol was added 78 mg (1.5 mmol) of ammonium chloride followed by 669 mg (10.2 mmol) of zinc dust. The resulting mixture was heated at reflux for four hours. The solids were removed by filtration through Celite. The filter pad was washed with 30 mL of hot methanol. The filtrate was combined and the solvent was removed under vacuum.... The reactants are COC(C(C)(C1=NC=CC=C1)C)=O (2-methyl-2-pyridin-2-yl-propionic acid methyl ester), [OH-].[Li+] (lithium hydroxide), Cl (HCl). Solvent: CO (methanol). Conditions: time 12 hour. The product is CC(C(=O)O)(C)C1=NC=CC=C1 (2-Methyl-2-pyridin-2-yl-propionic acid). As a reaction SMILES: C[O:2][C:3](=[O:13])[C:4]([CH3:12])([C:6]1[CH:11]=[CH:10][CH:9]=[CH:8][N:7]=1)[CH3:5].[OH-].[Li+].Cl>CO>[CH3:12][C:4]([C:6]1[CH:11]=[CH:10][CH:9]=[CH:8][N:7]=1)([CH3:5])[C:3]([OH:13])=[O:2] |f:1.2|. Procedure details: A solution of 0.275 g of 2-methyl-2-pyridin-2-yl-propionic acid methyl ester [CAS 476429-22-8] in 10 ml of methanol at room temperature is admixed with 3.65 ml of 1M aqueous lithium hydroxide solution. After stirring for 12 hours, the reaction mixture is adjusted to pH 6-7 with 1M HCl and concentrated by evaporation. The residue is dissolved in 60 ml of 5:1 ethyl acetate/methanol, dried over sodium sulphate and concentrated by evaporation to provide the crude title compound as a yellow solid whi... Reactants: C(CCCCC)=O (hexanal), II (iodine), FC(C(C)(N)C)(F)F (1,1,1-trifluoro-2-methylpropan-2-amine), C(OCC)(=O)N=C=S (O-ethyl carbonisothiocyanatidate). Product: C(CCC)C/1=CN(S\C1=N/C(OCC)=O)C(C(F)(F)F)(C)C (ethyl [(5Z)-4-butyl-2-(2,2,2-trifluoro-1,1-dimethylethyl)isothiazol-5(2H)-ylidene]carbamate). Reaction SMILES: [CH:1](=O)[CH2:2][CH2:3][CH2:4][CH2:5][CH3:6].[F:8][C:9]([F:15])([F:14])[C:10]([CH3:13])([NH2:12])[CH3:11].[C:16]([N:21]=[C:22]=[S:23])(=[O:20])[O:17][CH2:18][CH3:19].II>>[CH2:3]([C:2]1=[CH:1][N:12]([C:10]([CH3:13])([CH3:11])[C:9]([F:15])([F:14])[F:8])[S:23]/[C:22]/1=[N:21]\[C:16](=[O:20])[O:17][CH2:18][CH3:19])[CH2:4][CH2:5][CH3:6]. Procedure details: Commercially available hexanal (Aldrich), 1,1,1-trifluoro-2-methylpropan-2-amine (Chemcollect), O-ethyl carbonisothiocyanatidate (Aldrich) and iodine were processed using the method described in Example 110A to afford the title compound. MS (ESI+) m/z 339 (M+H)+. The reactants are CC(C)CC(C)O, CO, CN1C(=O)C2(CC2)CN(C2CCCC2)c2nc(Cl)ncc21, CCN1CCC(NC(=O)c2cc(OC)c(N)cc2F)CC1, O, O, Cc1ccc(S(=O)(=O)O)cc1. Product: CCN1CCC(NC(=O)c2cc(OC)c(Nc3ncc4c(n3)N(C3CCCC3)CC3(CC3)C(=O)N4C)cc2F)CC1. RXN SMILES: [CH3:55][CH:56]([CH3:57])[CH2:58][CH:59]([OH:60])[CH3:61].[CH3:62][OH:63].[Cl:1][c:2]1[n:3][cH:4][c:5]2[c:13]([n:14]1)[N:12]([CH:15]1[CH2:16][CH2:17][CH2:18][CH2:19]1)[CH2:11][C:8]1([C:7](=[O:20])[N:6]2[CH3:21])[CH2:9][CH2:10]1.[NH2:22][c:23]1[cH:24][c:25]([F:42])[c:26]([C:27](=[O:28])[NH:29][CH:30]2[CH2:31][CH2:32][N:33]([CH2:36][CH3:37])[CH2:34][CH2:35]2)[cH:38][c:39]1[O:40][CH3:41].[OH2:43].[OH2:64].[c:44]1([CH3:45])[cH:46][cH:47][c:48]([S:49]([OH:50])(=[O:51])=[O:52])[cH:53][cH:54]1>>[c:2]1([NH:22][c:23]2[cH:24][c:25]([F:42])[c:26]([C:27](=[O:28])[NH:29][CH:30]3[CH2:31][CH2:32][N:33]([CH2:36][CH3:37])[CH2:34][CH2:35]3)[cH:38][c:39]2[O:40][CH3:41])[n:3][cH:4][c:5]2[c:13]([n:14]1)[N:12]([CH:15]1[CH2:16][CH2:17][CH2:18][CH2:19]1)[CH2:11][C:8]1([C:7](=[O:20])[N:6]2[CH3:21])[CH2:9][CH2:10]1.